This data is from the Open Reaction Database (ORD), a public repository of structured organic reaction records. The task is: describe an organic reaction: reactants, conditions, products, and yield Starting materials: COC=1C=CC2=C(OC(CO2)CN)C1 (2,3-Dihydro-7-methoxy-1,4-benzodioxin-2-methanamine), BrCCCOC1=CC=C2C=CC=NC2=C1 (7-(3-bromopropoxy)quinoline), C(C)(C)N(CC)C(C)C (diisopropylethylamine). Isolated yield 28.2%. Product: N1=CC=CC2=CC=C(C=C12)OCCCNCC1COC2=C(O1)C=C(C=C2)OC (N-[3-(Quinolin-7-yloxy)propyl]-2,3-dihydro-7-methoxy-1,4-benzodioxin-2-methanamine). Run in CN(C)C=O (DMF). Run at temperature 80 celsius. As a reaction SMILES: [CH3:1][O:2][C:3]1[CH:4]=[CH:5][C:6]2[O:11][CH2:10][CH:9]([CH2:12][NH2:13])[O:8][C:7]=2[CH:14]=1.Br[CH2:16][CH2:17][CH2:18][O:19][C:20]1[CH:29]=[C:28]2[C:23]([CH:24]=[CH:25][CH:26]=[N:27]2)=[CH:22][CH:21]=1.C(N(C(C)C)CC)(C)C>CN(C=O)C>[N:27]1[C:28]2[C:23](=[CH:22][CH:21]=[C:20]([O:19][CH2:18][CH2:17][CH2:16][NH:13][CH2:12][CH:9]3[O:8][C:7]4[CH:14]=[C:3]([O:2][CH3:1])[CH:4]=[CH:5][C:6]=4[O:11][CH2:10]3)[CH:29]=2)[CH:24]=[CH:25][CH:26]=1. Reported procedure: 2,3-Dihydro-7-methoxy-1,4-benzodioxin-2-methanamine (2.7 g, 14 mmole), 7-(3-bromopropoxy)quinoline (3.86 g, 14 mmole), and diisopropylethylamine (6.5 g, 50 mmole) were combined in 100 ml of DMF and heated at 80° C. for 24 hours under a nitrogen atmosphere. The solvent was then removed in vacuum and replaced with 500 ml of dichloromethane. The mixture was washed with 250 ml each of saturated aqueous sodium bicarbonate and saturated aqueous sodium chloride, dried over sodium sulfate, filtered, and... Starting materials: C=1C=CC(=CC1)P(=O)(C=2C=CC=CC2)N=[N+]=[N-] (DPPA), Cl.O1CCOCC1 (HCl dioxane), C1(=CC=CC=C1)C1=C(N=CS1)C(=O)O (5-phenyl-1,3-thiazole-4-carboxylic acid), TEA, N12CCCC(CC1)(C2)CO (1-azabicyclo [3.2.1]oct-5-yl methanol). Solvent: C1(=CC=CC=C1)C (toluene), CCOC(=O)C (EtOAc), O (water), C1(=CC=CC=C1)C (toluene), CN(C)C=O (DMF). Conditions: time 20 minute. Yields the product Cl.C1(=CC=CC=C1)C1=C(N=CS1)NC(OCC12CCCN(CC1)C2)=O (1-azabicyclo[3.2.1]oct-5-ylmethyl (5-phenyl-1,3-thiazol-4-yl)carbamate hydrochloride). RXN SMILES: [C:1]1([C:7]2[S:11][CH:10]=[N:9][C:8]=2C(O)=O)[CH:6]=[CH:5][CH:4]=[CH:3][CH:2]=1.C1C=CC(P([N:29]=[N+]=[N-])(C2C=CC=CC=2)=O)=CC=1.[N:32]12[CH2:39][C:36]([CH2:40][OH:41])([CH2:37][CH2:38]1)[CH2:35][CH2:34][CH2:33]2.[ClH:42].[O:43]1[CH2:48]COCC1>C1(C)C=CC=CC=1.CCOC(C)=O.O.CN(C=O)C>[ClH:42].[C:1]1([C:7]2[S:11][CH:10]=[N:9][C:8]=2[NH:29][C:48](=[O:43])[O:41][CH2:40][C:36]23[CH2:39][N:32]([CH2:38][CH2:37]2)[CH2:33][CH2:34][CH2:35]3)[CH:2]=[CH:3][CH:4]=[CH:5][CH:6]=1 |f:3.4,9.10|. Reported procedure: To a solution of 5-phenyl-1,3-thiazole-4-carboxylic acid (400 mg) in toluene (5 mL) was added TEA (380 μL) at room temperature. To the reaction liquid was added dropwise a solution of DPPA (546 μL) in toluene (5 mL), followed by stirring at the same temperature for 20 minutes. After stirring at 90° C. for 5 minutes, a mixture of 1-azabicyclo [3.2.1]oct-5-yl methanol (357 mg) and DMF (2 mL) was added thereto, followed by heating under reflux for 1 hour. To the reaction liquid was added water, fol... Reactants: CN(C)C(=C1Sc2ccccc2C1=O)c1ccccc1, CC(=O)O. Product: CN(C)C(=C1C(=O)c2ccccc2S1=O)c1ccccc1. RXN SMILES: [CH3:1][N:2]([CH3:3])[C:4](=[C:5]1[C:6](=[O:14])[c:7]2[c:8]([cH:10][cH:11][cH:12][cH:13]2)[S:9]1)[c:15]1[cH:16][cH:17][cH:18][cH:19][cH:20]1.[CH3:21][C:22]([OH:23])=[O:24]>>[CH3:1][N:2]([CH3:3])[C:4](=[C:5]1[C:6](=[O:14])[c:7]2[c:8]([cH:10][cH:11][cH:12][cH:13]2)[S:9]1=[O:23])[c:15]1[cH:16][cH:17][cH:18][cH:19][cH:20]1. The reactants are C(C)C(CNC(C)(C)C)(C)N (1-ethyl-1-methyl-2-t-butylaminoethylamin), C(Cl)(Cl)Cl (chloroform), C(C)C(=O)CC (diethylketon), [OH-].[Na+] (NaOH). Yields the product C(C)(C)(C)N1C(C(NC(C1)(C)CC)(CC)CC)=O (1-t-Butyl-3,3,5-triethyl-5-methyl-piperazin-2-on). Yield: 71.0%. As a reaction SMILES: [CH2:1]([C:3]([NH2:11])([CH3:10])[CH2:4][NH:5][C:6]([CH3:9])([CH3:8])[CH3:7])[CH3:2].[CH2:12]([C:14]([CH2:16][CH3:17])=O)[CH3:13].[OH-:18].[Na+].[CH:20](Cl)(Cl)Cl>>[C:6]([N:5]1[CH2:4][C:3]([CH2:1][CH3:2])([CH3:10])[NH:11][C:14]([CH2:16][CH3:17])([CH2:12][CH3:13])[C:20]1=[O:18])([CH3:9])([CH3:8])[CH3:7] |f:2.3|. Reported procedure: In analogy to Example B21, 1-ethyl-1-methyl-2-t-butylaminoethylamin, diethylketon, chloroform and NaOH are reacted to give the raw title compound (71%) as an yellow oil.